This data is from the Open Reaction Database (ORD), a public repository of structured organic reaction records. The task is: describe an organic reaction: reactants, conditions, products, and yield Reactants: COC(CC(=O)C)=O (methylacetoacetate), ClC1=C(C=CC=C1)SC (chlorothioanisole), [H-].[Na+] (NaH), [Li]CCCC (BuLi). The solvent is C1CCOC1 (THF), C1CCOC1 (THF), C1CCOC1.CN(C)P(=O)(N(C)C)N(C)C (THF HMPA). Conditions: temperature 0 celsius, time 10 minute. The product is C1(=CC=CC=C1)SCCC(CC(=O)OC)=O (Methyl 5-phenylthio-3-oxo-pentanoate). Isolated yield 22.7%. As a reaction SMILES: [H-].[Na+].[CH3:3][O:4][C:5](=[O:10])[CH2:6][C:7]([CH3:9])=[O:8].[Li]CCCC.Cl[C:17]1[CH:22]=[CH:21][CH:20]=[CH:19][C:18]=1[S:23][CH3:24]>C1COCC1.CN(P(N(C)C)(N(C)C)=O)C.C1COCC1>[C:18]1([S:23][CH2:24][CH2:9][C:7](=[O:8])[CH2:6][C:5]([O:4][CH3:3])=[O:10])[CH:19]=[CH:20][CH:21]=[CH:22][CH:17]=1 |f:0.1,5.6|. Reported procedure: To a suspension of NaH (60%) (815 mg, 20.39 mmol) in THF-HMPA (20 ml, 5 ml) was added methylacetoacetate (2.0 g, 18.5 mmol) in THF (5 ml) at 0° C. The mixture was stirred for 10 min. at 0° C. under nitrogen atmosphere. BuLi (12.3 ml, 20.39 mmol) was dropwise added and the red mixture was stirred for 15 min. at 0° C. Then a solution of chlorothioanisole (2.7 ml, 20.39 mmol) in THF (5 ml) was added to the mixture at 0° C. The mixture was stirred for 1 h at -5° C. The mixture was quenched with H2O,... The reactants are CCCc1cc(C(=O)CC)ccc1-c1cc(OC)ccc1CC, Cl, O, c1ccncc1. The product is CCCc1cc(C(=O)CC)ccc1-c1cc(O)ccc1CC. As a reaction SMILES: [CH2:1]([CH3:2])[c:3]1[c:4](-[c:11]2[c:12]([CH2:21][CH2:22][CH3:23])[cH:13][c:14]([C:17]([CH2:18][CH3:19])=[O:20])[cH:15][cH:16]2)[cH:5][c:6]([O:9][CH3:10])[cH:7][cH:8]1.[ClH:24].[OH2:31].[n:25]1[cH:26][cH:27][cH:28][cH:29][cH:30]1>>[CH2:1]([CH3:2])[c:3]1[c:4](-[c:11]2[c:12]([CH2:21][CH2:22][CH3:23])[cH:13][c:14]([C:17]([CH2:18][CH3:19])=[O:20])[cH:15][cH:16]2)[cH:5][c:6]([OH:9])[cH:7][cH:8]1. Yields the product COC1=CC(=C(C=C1)/C=C/C(=O)C1=CC=C(C(=O)O)C=C1)C=1SC=CC1 (4-[3E-(4-Methoxy-2-thiophen-2-yl-phenyl)-acryloyl]-benzoic acid). Isolated yield 61.0%. Procedure details: The title compound was prepared by condensing 4-methoxy-2-thiophen-2-yl-benzaldehyde (Ex-34A) and 4-acetylbenzoic acid in a similar manner as described in Ex-3. Yellow solid, 61% yield, m.p. 209–211° C. 1H-NMR (300 MHz, d6-DMSO): 8.14 (m, 3H), 8.04 (d, 2H, J=9.2 Hz), 7.89 (d, 1H, J=15.5 Hz), 7.76 (d, 1H, J=15.5 Hz), 7.70 (d, 1H, J=5.0 Hz), 7.18 (dd, 1H, J=5.6 and 3.6 Hz), 7.11 (d, 1H, J=2.1 Hz), 7.05 (dd, 1H, J=8.8 and 1.8 Hz), 6.98 (d, 1H, J=1.8 Hz), 3.83 (s, 3H). MS m/z=364 ([M]+, 100%). HRMS ... The reactants are COC1=CC(=C(C=O)C=C1)C=1SC=CC1 (4-methoxy-2-thiophen-2-yl-benzaldehyde), C(C)(=O)C1=CC=C(C(=O)O)C=C1 (4-acetylbenzoic acid). Reaction SMILES: [CH3:1][O:2][C:3]1[CH:10]=[CH:9][C:6]([CH:7]=O)=[C:5]([C:11]2[S:12][CH:13]=[CH:14][CH:15]=2)[CH:4]=1.[C:16]([C:19]1[CH:27]=[CH:26][C:22]([C:23]([OH:25])=[O:24])=[CH:21][CH:20]=1)(=[O:18])[CH3:17]>>[CH3:1][O:2][C:3]1[CH:10]=[CH:9][C:6](/[CH:7]=[CH:17]/[C:16]([C:19]2[CH:27]=[CH:26][C:22]([C:23]([OH:25])=[O:24])=[CH:21][CH:20]=2)=[O:18])=[C:5]([C:11]2[S:12][CH:13]=[CH:14][CH:15]=2)[CH:4]=1. Yields the product COc1nc(C)cnc1NS(=O)(=O)c1cccc(F)c1. The reactants are COc1nc(C)cnc1N, O=S(=O)(Cl)c1cccc(F)c1. As a reaction SMILES: [CH3:1][O:2][c:3]1[c:4]([NH2:10])[n:5][cH:6][c:7]([CH3:9])[n:8]1.[F:11][c:12]1[cH:13][c:14]([S:18](=[O:19])(=[O:20])[Cl:21])[cH:15][cH:16][cH:17]1>>[CH3:1][O:2][c:3]1[c:4]([NH:10][S:18]([c:14]2[cH:13][c:12]([F:11])[cH:17][cH:16][cH:15]2)(=[O:19])=[O:20])[n:5][cH:6][c:7]([CH3:9])[n:8]1. RXN SMILES: [CH3:51][CH2:52][OH:53].[Cl:1][c:2]1[cH:3][cH:4][c:5](-[n:8]2[c:9](-[c:28]3[cH:29][cH:30][c:31](-[c:34]4[n:35][c:36]([Cl:40])[n:37][cH:38][cH:39]4)[cH:32][cH:33]3)[n:10][c:11]3[c:12]([c:13]2=[O:14])[c:15]([S:24](=[O:25])(=[O:26])[CH3:27])[n:16][n:17]3-[c:18]2[cH:19][cH:20][cH:21][cH:22][cH:23]2)[cH:6][cH:7]1.[O:41]([CH3:42])[c:43]1[cH:44][cH:45][c:46]([CH2:47][NH2:48])[cH:49][cH:50]1>>[Cl:1][c:2]1[cH:3][cH:4][c:5](-[n:8]2[c:9](-[c:28]3[cH:29][cH:30][c:31](-[c:34]4[n:35][c:36]([NH:48][CH2:47][c:46]5[cH:45][cH:44][c:43]([O:41][CH3:42])[cH:50][cH:49]5)[n:37][cH:38][cH:39]4)[cH:32][cH:33]3)[n:10][c:11]3[c:12]([c:13]2=[O:14])[c:15]([S:24](=[O:25])(=[O:26])[CH3:27])[n:16][n:17]3-[c:18]2[cH:19][cH:20][cH:21][cH:22][cH:23]2)[cH:6][cH:7]1. Starting materials: CCO, CS(=O)(=O)c1nn(-c2ccccc2)c2nc(-c3ccc(-c4ccnc(Cl)n4)cc3)n(-c3ccc(Cl)cc3)c(=O)c12, COc1ccc(CN)cc1. Yields the product COc1ccc(CNc2nccc(-c3ccc(-c4nc5c(c(S(C)(=O)=O)nn5-c5ccccc5)c(=O)n4-c4ccc(Cl)cc4)cc3)n2)cc1. Reactants: C(C)OC(=O)C=1N=C(NC1C)C1=C(C=CC=C1)Cl (2-(2-chloro-phenyl)-5-methyl-1H-imidazole-4-carboxylic acid ethyl ester), [OH-].[Na+] (NaOH). The solvent is C(C)O (ethanol). Reaction conditions: temperature 95 celsius, time 17 hour. Yields the product ClC1=C(C=CC=C1)C=1NC(=C(N1)C(=O)O)C (2-(2-Chloro-phenyl)-5-methyl-1H-imidazole-4-carboxylic acid). The yield is 89.9%. As a reaction SMILES: C([O:3][C:4]([C:6]1[N:7]=[C:8]([C:12]2[CH:17]=[CH:16][CH:15]=[CH:14][C:13]=2[Cl:18])[NH:9][C:10]=1[CH3:11])=[O:5])C.[OH-].[Na+]>C(O)C>[Cl:18][C:13]1[CH:14]=[CH:15][CH:16]=[CH:17][C:12]=1[C:8]1[NH:9][C:10]([CH3:11])=[C:6]([C:4]([OH:5])=[O:3])[N:7]=1 |f:1.2|. Procedure: To 11.2 g of 2-(2-chloro-phenyl)-5-methyl-1H-imidazole-4-carboxylic acid ethyl ester in 150 ml of ethanol was added 80 ml of a 2N-NaOH solution and the reaction mixture was stirred at 95° C. for 17 hours. After such time ethanol was removed in vacuo and the remaining aqueous solution was treated with a 2N HCl solution until obtaining pH=3. The precipitate was filtered and dried under high vacuum to yield 9.0 g of a pale yellow powder. Reactants: C(#N)NC(=N)NC1CC1 (N-cyano-N'-cyclopropylguanidine), Cl.N1CCOCC1 (morpholine hydrochloride). Solvent: C(C)(C)O (isopropyl alcohol). Run at temperature 160 celsius. Product: Cl.N=C(NC(=N)N1CCOCC1)NC1CC1 (N-[imino(cyclopropylamino)methyl]-4-morpholinecarboximidamide hydrochloride). The yield is 85.0%. Reaction SMILES: [C:1]([NH:3][C:4]([NH:6][CH:7]1[CH2:9][CH2:8]1)=[NH:5])#[N:2].[ClH:10].[NH:11]1[CH2:16][CH2:15][O:14][CH2:13][CH2:12]1>C(O)(C)C>[ClH:10].[NH:5]=[C:4]([NH:6][CH:7]1[CH2:9][CH2:8]1)[NH:3][C:1]([N:11]1[CH2:16][CH2:15][O:14][CH2:13][CH2:12]1)=[NH:2] |f:1.2,4.5|. Procedure: A mixture of 4.0 g (32.3 mmoles) of N-cyano-N'-cyclopropylguanidine and 3.98 g (32.3 mmoles) of morpholine hydrochloride is heated at 160° C. under a nitrogen atmosphere for 2 and a half hours. The solid mass obtained is dissolved in 200 ml of boiling isopropyl alcohol. The mixture is filtered hot and the filtrate is concentrated until a solid suspension appears. The mixture is then cooled to room temperature and 200 ml of diethyl ether are added. The reaction product crystallizes. It is filtere... The reactants are C1(CCCC1)N1C2=C(C3=C1N=C(N=C3)N)C=CN=C2F (9-Cyclopentyl-8-fluoro-9H-pyrido[4′,3′:4,5]pyrrolo[2,3-d]pyrimidin-2-amine), [Si](C)(C)(C(C)(C)C)O[C@@H]1CN(CC1)C=1C=CC(=NC1)Cl ((S)-5-(3-(tert-butyldimethylsilyloxy)-pyrrolidin-1-yl)-2-chloropyridine). The product is [Si](C)(C)(C(C)(C)C)O[C@@H]1CN(CC1)C=1C=CC(=NC1)NC=1N=CC2=C(N1)N(C1=C2C=CN=C1F)C1CCCC1 (N-(5-((3S)-3-((tert-butyl(dimethyl)silyl)oxy)-1-pyrrolidinyl)-2-pyridinyl)-9-cyclopentyl-8-fluoro-9H-pyrido[4′,3′:4,5]pyrrolo[2,3-d]pyrimidin-2-amine). As a reaction SMILES: [CH:1]1([N:6]2[C:10]3[N:11]=[C:12]([NH2:15])[N:13]=[CH:14][C:9]=3[C:8]3[CH:16]=[CH:17][N:18]=[C:19]([F:20])[C:7]2=3)[CH2:5][CH2:4][CH2:3][CH2:2]1.[Si:21]([O:28][C@H:29]1[CH2:33][CH2:32][N:31]([C:34]2[CH:35]=[CH:36][C:37](Cl)=[N:38][CH:39]=2)[CH2:30]1)([C:24]([CH3:27])([CH3:26])[CH3:25])([CH3:23])[CH3:22]>>[Si:21]([O:28][C@H:29]1[CH2:33][CH2:32][N:31]([C:34]2[CH:35]=[CH:36][C:37]([NH:15][C:12]3[N:13]=[CH:14][C:9]4[C:8]5[CH:16]=[CH:17][N:18]=[C:19]([F:20])[C:7]=5[N:6]([CH:1]5[CH2:2][CH2:3][CH2:4][CH2:5]5)[C:10]=4[N:11]=3)=[N:38][CH:39]=2)[CH2:30]1)([C:24]([CH3:27])([CH3:25])[CH3:26])([CH3:23])[CH3:22]. Procedure details: Compound 280 was prepared from compound 245 and (S)-5-(3-(tert-butyldimethylsilyloxy)-pyrrolidin-1-yl)-2-chloropyridine using methods described in Example 186a. The reactants are [Br-].[Li+] (Lithium bromide), CC1=NC(=CC=C1)C (2,6-dimethylpyridine), CS(=O)(=O)OS(=O)(=O)C (methanesulfonic acid anhydride), [N+](=O)([O-])C1=CC=C(C=C1)CCCO (3-(4-nitrophenyl)propanol). Run in C1CCOC1 (THF), O (water), C(C)(=O)OCC (ethyl acetate). Run at temperature 50 celsius, time 12 hour. The product is BrCCCC1=CC=C(C=C1)[N+](=O)[O-] (1-(3-bromopropyl)-4-nitrobenzene). Yield: 46.0%. RXN SMILES: [N+:1]([C:4]1[CH:9]=[CH:8][C:7]([CH2:10][CH2:11][CH2:12]O)=[CH:6][CH:5]=1)([O-:3])=[O:2].CC1C=CC=C(C)N=1.CS(OS(C)(=O)=O)(=O)=O.[Br-:31].[Li+]>C1COCC1.C(OCC)(=O)C.O>[Br:31][CH2:12][CH2:11][CH2:10][C:7]1[CH:8]=[CH:9][C:4]([N+:1]([O-:3])=[O:2])=[CH:5][CH:6]=1 |f:3.4|. Procedure: 3-(4-nitrophenyl)propanol (5.0 g) was dissolved in THF (100 ml), 2,6-dimethylpyridine (5.1 ml) and methanesulfonic acid anhydride (6.7 g) were added to the mixture, and the mixture was stirred for 12 hours at 50° C. Lithium bromide (3.6 g) was added to the mixture, and the mixture was stirred for 8 hours at 60° C. After cooling to room temperature, the reaction solution was added to water, and dissolved in ethyl acetate. The organic layer was washed with saturated brine, and dried over magnesium... Starting materials: C(C1=CC=CC=C1)OC(=O)C1=C(NC(=C(C1C1=C(C=C(C=C1)[N+](=O)[O-])[N+](=O)[O-])C(=O)OCCC#N)C)C (3-benzyloxycarbonyl-5-(2-cyanoethoxy)carbonyl-1,4-dihydro-2,6-dimethyl-4-(4-nitronitrophenyl)pyridine), C(=O)O.CO (formic acid MeOH). The reagents and catalysts are [Pd] (Pd/C). The solvent is C(Cl)(Cl)Cl (CHCl3). Yields the product C(#N)CCOC(=O)C1=C(NC(=C(C1C1=CC=C(C=C1)[N+](=O)[O-])C(=O)O)C)C (3-(2-cyanoethoxy)carbonyl-1,4-dihydro-2,6-dimethyl-4-(4-nitrophenyl)pyridine-5-carboxylic acid), powder. Yield: 75.0%. As a reaction SMILES: C([O:8][C:9]([C:11]1[CH:16]([C:17]2[CH:22]=[CH:21][C:20]([N+:23]([O-:25])=[O:24])=[CH:19][C:18]=2[N+]([O-])=O)[C:15]([C:29]([O:31][CH2:32][CH2:33][C:34]#[N:35])=[O:30])=[C:14]([CH3:36])[NH:13][C:12]=1[CH3:37])=[O:10])C1C=CC=CC=1.C(O)=O.CO>C(Cl)(Cl)Cl.[Pd]>[C:34]([CH2:33][CH2:32][O:31][C:29]([C:15]1[CH:16]([C:17]2[CH:22]=[CH:21][C:20]([N+:23]([O-:25])=[O:24])=[CH:19][CH:18]=2)[C:11]([C:9]([OH:10])=[O:8])=[C:12]([CH3:37])[NH:13][C:14]=1[CH3:36])=[O:30])#[N:35] |f:1.2|. Procedure details: The solution of 3-benzyloxycarbonyl-5-(2-cyanoethoxy)carbonyl-1,4-dihydro-2,6-dimethyl-4-(4-nitronitrophenyl)pyridine (3.24 g, 7.02 mmol) in 160ml of 4.4% (w/w) formic acid/MeOH mixture was stirred with Pd/C (10%, 3.24 g) for 30 min., the reaction was quenched by addition of 10 ml of CHCl3. The mixture was filtered and concentration of filtrate give a yellow powder, which was dissolved in CHCl3, washed with water and 1N HCL. After drying and removal of solvent, 3-(2-cyanoethoxy)carbonyl-1,4-dihy...